This data is from the Open Reaction Database (ORD), a public repository of structured organic reaction records. The task is: describe an organic reaction: reactants, conditions, products, and yield The reactants are CCO, CO, CO, COC(=O)Cc1cncc(CCCOCCCCCCNCC(O)c2cc(Cl)c(N)c(Cl)c2)c1, [Na+], [OH-]. Product: Nc1c(Cl)cc(C(O)CNCCCCCCOCCCc2cncc(CC(=O)O)c2)cc1Cl. RXN SMILES: [CH2:41]([OH:42])[CH3:43].[CH3:35][OH:36].[CH3:39][OH:40].[NH2:1][c:2]1[c:3]([Cl:34])[cH:4][c:5]([CH:9]([CH2:10][NH:11][CH2:12][CH2:13][CH2:14][CH2:15][CH2:16][CH2:17][O:18][CH2:19][CH2:20][CH2:21][c:22]2[cH:23][c:24]([CH2:28][C:29](=[O:30])[O:31][CH3:32])[cH:25][n:26][cH:27]2)[OH:33])[cH:6][c:7]1[Cl:8].[Na+:38].[OH-:37]>>[NH2:1][c:2]1[c:3]([Cl:34])[cH:4][c:5]([CH:9]([CH2:10][NH:11][CH2:12][CH2:13][CH2:14][CH2:15][CH2:16][CH2:17][O:18][CH2:19][CH2:20][CH2:21][c:22]2[cH:23][c:24]([CH2:28][C:29](=[O:30])[OH:31])[cH:25][n:26][cH:27]2)[OH:33])[cH:6][c:7]1[Cl:8]. Reactants: COCC1CCSC2=C(C=CC(=C12)C)C (4-methoxymethyl-5,8-dimethylthiochroman), crude product, ice water, [Cl-].[Al+3].[Cl-].[Cl-] (aluminum chloride), C(C)(=O)Cl (acetyl chloride). Solvent: ClC(C)Cl (dichloroethane). Yields the product C(C)(=O)C=1C(=C2C(CCSC2=C(C1)C)COC)C (6-acetyl-4-methoxymethyl-5,8-dimethylthiochroman). The yield is 30.0%. As a reaction SMILES: [CH3:1][O:2][CH2:3][CH:4]1[C:13]2[C:8](=[C:9]([CH3:15])[CH:10]=[CH:11][C:12]=2[CH3:14])[S:7][CH2:6][CH2:5]1.[Cl-].[Al+3].[Cl-].[Cl-].[C:20](Cl)(=[O:22])[CH3:21]>ClC(Cl)C>[C:20]([C:11]1[C:12]([CH3:14])=[C:13]2[C:8](=[C:9]([CH3:15])[CH:10]=1)[S:7][CH2:6][CH2:5][CH:4]2[CH2:3][O:2][CH3:1])(=[O:22])[CH3:21] |f:1.2.3.4|. Procedure: To a solution of 0.84 g (3.78 mmol) of 4-methoxymethyl-5,8-dimethylthiochroman and 0.60 g (4.54 mmol) of aluminum chloride in dichloroethane was dropwise added 0.36 g (4.54 mmol) of acetyl chloride at 0° C., and the mixture was further allowed to react at 0° C. for 1 hour. The reaction mixture was poured into ice water, and extracted with ethyl acetate. The extract was washed with a saturated sodium chloride aqueous solution, and an organic layer was dried over anhydrous sodium sulfate and filte... Starting materials: CC(=O)O[BH-](OC(C)=O)OC(C)=O, CC(C)(C)[Si](C)(C)OCC=O, CO, CC(=O)O, O=C(O)C(F)(F)F, O=C(O)C(F)(F)F, O=C(Cn1cc(Nc2ncnc3cc(OCC4CCNC4)ccc23)cn1)Nc1cccc(F)c1, [Na+], [Na+], C1CCOC1, [OH-]. The product is CC(C)(C)[Si](C)(C)OCCN1CCC(COc2ccc3c(Nc4cnn(CC(=O)Nc5cccc(F)c5)c4)ncnc3c2)C1. Reaction SMILES: [C:1]([O:2][BH-:3]([O:4][C:5](=[O:6])[CH3:7])[O:8][C:9](=[O:10])[CH3:11])(=[O:12])[CH3:13].[C:63]([CH3:64])([CH3:65])([CH3:66])[Si:67]([O:68][CH2:69][CH:70]=[O:71])([CH3:72])[CH3:73].[CH3:81][OH:82].[CH3:83][C:84](=[O:85])[OH:86].[F:15][C:16]([F:17])([F:18])[C:19]([OH:20])=[O:21].[F:22][C:23]([F:24])([F:25])[C:26]([OH:27])=[O:28].[F:29][c:30]1[cH:31][c:32]([NH:36][C:37]([CH2:38][n:39]2[n:40][cH:41][c:42]([NH:44][c:45]3[n:46][cH:47][n:48][c:49]4[cH:50][c:51]([O:55][CH2:56][CH:57]5[CH2:58][NH:59][CH2:60][CH2:61]5)[cH:52][cH:53][c:54]34)[cH:43]2)=[O:62])[cH:33][cH:34][cH:35]1.[Na+:14].[Na+:75].[O:76]1[CH2:77][CH2:78][CH2:79][CH2:80]1.[OH-:74]>>[F:29][c:30]1[cH:31][c:32]([NH:36][C:37]([CH2:38][n:39]2[n:40][cH:41][c:42]([NH:44][c:45]3[n:46][cH:47][n:48][c:49]4[cH:50][c:51]([O:55][CH2:56][CH:57]5[CH2:58][N:59]([CH2:70][CH2:69][O:68][Si:67]([C:63]([CH3:64])([CH3:65])[CH3:66])([CH3:72])[CH3:73])[CH2:60][CH2:61]5)[cH:52][cH:53][c:54]34)[cH:43]2)=[O:62])[cH:33][cH:34][cH:35]1. Reactants: CN=C=S, CCO, CN(C)Cc1nc(CSCCN)cs1. Product: CNC(=S)NCCSCc1csc(CN(C)C)n1. As a reaction SMILES: [CH3:15][N:16]=[C:17]=[S:18].[CH3:19][CH2:20][OH:21].[CH3:1][N:2]([CH3:3])[CH2:4][c:5]1[s:6][cH:7][c:8]([CH2:10][S:11][CH2:12][CH2:13][NH2:14])[n:9]1>>[CH3:1][N:2]([CH3:3])[CH2:4][c:5]1[s:6][cH:7][c:8]([CH2:10][S:11][CH2:12][CH2:13][NH:14][C:17]([NH:16][CH3:15])=[S:18])[n:9]1. Reactants: ClC1=CC=C(C=C1)C=1C2=C(C3=C(CN1)ON=C3C)NC(C=C2)=O (5-(4-chlorophenyl)-10-methyl-1H-isoxazolo[5,4-c]pyrido[2,3-e]azepin-2(7H)-one), ClC1=CC=C(C=C1)C=1C2=C(C3=C(CN1)ON=C3C)N=C(C=C2)OC (5-(4-chlorophenyl)-2-methoxy-10-methyl-7H-isoxazolo[5,4-c]pyrido[2,3-e]azepine), ClC1=CC=C(C=C1)C=1C2=C(C3=C(CN1)ON=C3C)C=NC(=C2)OC (6-(4-chlorophenyl)-8-methoxy-1-methyl-4H-isoxazolo[5,4-c]pyrido[3,4-e]azepine), ClC1=CC2=C(C3=C(CN=C2C2=CC=C(C=C2)Cl)ON=C3C)C=N1 (8-chloro-6-(4-chlorophenyl)-1-methyl-4H-isoxazolo[5,4-c]pyrido[3,4-e]azepine), ClC1=CC=C(C=C1)C=1C2=C(C3=C(CN1)ON=C3C)C=CN=C2OC (6-(4-chlorophenyl)-7-methoxy-1-methyl-4H-isoxazolo[5,4-c]pyrido[4,3-e]azepine). Product: ClC1=CC=C(C=C1)C=1C=2C(C3=C(CN1)ON=C3C)=CNC(C2)=O (6-(4-Chlorophenyl)-1-methyl-4H-isoxazolo[5,4-c]pyrido[3,4-e]azepin-8(9H)-one). RXN SMILES: ClC1C=CC(C2C3C=CC(=O)NC=3C3C(C)=NOC=3CN=2)=CC=1.[Cl:24][C:25]1[CH:30]=[CH:29][C:28]([C:31]2[C:32]3[CH:45]=[C:44]([O:46]C)[N:43]=[CH:42][C:33]=3[C:34]3[C:40]([CH3:41])=[N:39][O:38][C:35]=3[CH2:36][N:37]=2)=[CH:27][CH:26]=1.ClC1N=CC2C3C(C)=NOC=3CN=C(C3C=CC(Cl)=CC=3)C=2C=1.ClC1C=CC(C2C3C(OC)=NC=CC=3C3C(C)=NOC=3CN=2)=CC=1.ClC1C=CC(C2C3C=CC(OC)=NC=3C3C(C)=NOC=3CN=2)=CC=1>>[Cl:24][C:25]1[CH:30]=[CH:29][C:28]([C:31]2[C:32]3[C:33](=[CH:42][NH:43][C:44](=[O:46])[CH:45]=3)[C:34]3[C:40]([CH3:41])=[N:39][O:38][C:35]=3[CH2:36][N:37]=2)=[CH:27][CH:26]=1. Procedure details: A procedure similar to 5-(4-chlorophenyl)-10-methyl-1H-isoxazolo[5,4-c]pyrido[2,3-e]azepin-2(7H)-one was followed, except that 6-(4-chlorophenyl)-8-methoxy-1-methyl-4H-isoxazolo[5,4-c]pyrido[3,4-e]azepine (prepared from 8-chloro-6-(4-chlorophenyl)-1-methyl-4H-isoxazolo[5,4-c]pyrido[3,4-e]azepine in a similar fashion to 6-(4-chlorophenyl)-7-methoxy-1-methyl-4H-isoxazolo[5,4-c]pyrido[4,3-e]azepine) was used as starting material instead of 5-(4-chlorophenyl)-2-methoxy-10-methyl-7H-isoxazolo[5,4-c]p... Reactants: C(C1=CC=CC=C1)(=O)C1=C2N(C(C=C1)=O)C=CN2 (8-Benzoylimidazo[1,2-a]pyridin-5(1H)-one), P(=O)(Cl)(Cl)Cl (phosphoric trichloride). Solvent: C1(=CC=CC=C1)C (toluene). Product: ClC1=CC=C(C=2N1C=CN2)C(=O)C2=CC=CC=C2 ((5-Chloroimidazo[1,2-a]-pyridin-8-yl)(phenyl)methanone). The yield is 87.5%. RXN SMILES: [C:1]([C:9]1[CH:14]=[CH:13][C:12](=O)[N:11]2[CH:16]=[CH:17][NH:18][C:10]=12)(=[O:8])[C:2]1[CH:7]=[CH:6][CH:5]=[CH:4][CH:3]=1.P(Cl)(Cl)([Cl:21])=O>C1(C)C=CC=CC=1>[Cl:21][C:12]1[N:11]2[CH:16]=[CH:17][N:18]=[C:10]2[C:9]([C:1]([C:2]2[CH:7]=[CH:6][CH:5]=[CH:4][CH:3]=2)=[O:8])=[CH:14][CH:13]=1. Procedure: 1.0 g (4.20 mmol) of 8-Benzoylimidazo[1,2-a]pyridin-5(1H)-one (example L, step 2) and 20.0 g (130.44 mmol) of phosphoric trichloride are dissolved in 20 ml toluene and refluxed for 1 h. The solvent is evaporated under vacuum; the crude is dissolved in 200 ml ethyl acetate and extracted with 100 ml saturated sodium hydrogen carbonate solution and 100 ml water. The organic phase is dried over magnesium sulfate, filtrated and concentrated. Petrolether is added to the residue and the precipitate is ... As a reaction SMILES: [CH2:1]([O:3][CH2:4][CH2:5][O:6][C:7]1[CH:12]=[C:11]([CH3:13])[C:10]([C:14]2[CH:19]=[CH:18][CH:17]=[C:16]([CH2:20][O:21][C:22]3[CH:27]=[CH:26][C:25]([CH2:28][CH2:29][C:30]([O:32]C)=[O:31])=[CH:24][CH:23]=3)[CH:15]=2)=[C:9]([CH3:34])[CH:8]=1)[CH3:2]>CO.O1CCCC1.[OH-].[Na+].C(OCC)(=O)C>[CH2:1]([O:3][CH2:4][CH2:5][O:6][C:7]1[CH:12]=[C:11]([CH3:13])[C:10]([C:14]2[CH:19]=[CH:18][CH:17]=[C:16]([CH2:20][O:21][C:22]3[CH:23]=[CH:24][C:25]([CH2:28][CH2:29][C:30]([OH:32])=[O:31])=[CH:26][CH:27]=3)[CH:15]=2)=[C:9]([CH3:34])[CH:8]=1)[CH3:2] |f:3.4|. Starting materials: C(C)OCCOC1=CC(=C(C(=C1)C)C1=CC(=CC=C1)COC1=CC=C(C=C1)CCC(=O)OC)C (Methyl 3-[4-[[4′-(2-ethoxyethoxy)-2′,6′-dimethylbiphenyl-3-yl]methoxy]phenyl]propanoate). Procedure: Methyl 3-[4-[[4′-(2-ethoxyethoxy)-2′,6′-dimethylbiphenyl-3-yl]methoxy]phenyl]propanoate (0.12 g, 0.26 mmol) was dissolved in a mixed solution of methanol (2 mL) and tetrahydrofuran (4 mL), and 1 N aqueous sodium hydroxide solution (0.52 mL) was added at room temperature with stirring. The mixture was stirred at the same temperature for 2 hrs. After the completion of the reaction, the reaction mixture was diluted with ethyl acetate, washed successively with 1 N hydrochloric acid, water and satura... Product: C(C)OCCOC1=CC(=C(C(=C1)C)C1=CC(=CC=C1)COC1=CC=C(C=C1)CCC(=O)O)C (3-[4-[[4′-(2-ethoxyethoxy)-2′,6′-dimethylbiphenyl-3-yl]methoxy]phenyl]propanoic acid). Isolated yield 74.6%. Run in CO (methanol), O1CCCC1 (tetrahydrofuran), [OH-].[Na+] (sodium hydroxide), C(C)(=O)OCC (ethyl acetate).